From a dataset of the Open Reaction Database (ORD), a public repository of structured organic reaction records. describe an organic reaction: reactants, conditions, products, and yield The reactants are C(C)(C)(C)N (Tertiary butyl amine), C(=O)(O)CP(OC)(OC)=O (dimethyl (carboxymethyl)phosphonate), C1(CCCCC1)N=C=NC1CCCCC1 (dicyclohexylcarbodiimide). Solvent: C(Cl)Cl (methylene chloride). Yields the product C(C)(C)(C)NC(=O)CP(O)(O)=O ([(t-Butylcarbamoyl)methyl]phosphonic acid). RXN SMILES: [C:1]([NH2:5])([CH3:4])([CH3:3])[CH3:2].[C:6]([CH2:9][P:10](=[O:15])([O:13]C)[O:11]C)(O)=[O:7].C1(N=C=NC2CCCCC2)CCCCC1>C(Cl)Cl>[C:1]([NH:5][C:6]([CH2:9][P:10](=[O:11])([OH:15])[OH:13])=[O:7])([CH3:4])([CH3:3])[CH3:2]. Procedure: Tertiary butyl amine (0.045 mole) and dimethyl (carboxymethyl)phosphonate (0.04 mole) were dissolved in 100 ml. of methylene chloride. As the solution was stirred, dicyclohexylcarbodiimide was added portionwise. The solution was stirred overnight and the mixture filtered. The filtrate was concentrated to a solid. It was recrystallized from an appropriate solvent such as methanol. m.p. 163°-5° C., yield, 61%. The reactants are O=C1COCC(=O)O1, c1ccc(C(c2ccccc2)C2CCNCC2)cc1, ClCCl. The product is O=C(O)COCC(=O)N1CCC(C(c2ccccc2)c2ccccc2)CC1. Reaction SMILES: [C:20]1(=[O:27])[CH2:21][O:22][CH2:23][C:24](=[O:25])[O:26]1.[CH:1]([c:2]1[cH:3][cH:4][cH:5][cH:6][cH:7]1)([c:8]1[cH:9][cH:10][cH:11][cH:12][cH:13]1)[CH:14]1[CH2:15][CH2:16][NH:17][CH2:18][CH2:19]1.[Cl:28][CH2:29][Cl:30]>>[CH:1]([c:2]1[cH:3][cH:4][cH:5][cH:6][cH:7]1)([c:8]1[cH:9][cH:10][cH:11][cH:12][cH:13]1)[CH:14]1[CH2:15][CH2:16][N:17]([C:24]([CH2:23][O:22][CH2:21][C:20](=[O:26])[OH:27])=[O:25])[CH2:18][CH2:19]1. The reactants are Cl (hydrochloric acid), C(C)(=O)OC1=C(C(=O)Cl)C=CC=C1 (2-acetoxybenzoylchloride), NC=1C=C(C(=O)O)C=C(C1)N (3,5-diaminobenzoic acid), C(C)(=O)[O-].[K+] (potassium acetate). Solvent: O1CCOCC1 (dioxane), O (water). Reaction conditions: time 1 hour. The product is C(C=1C(O)=CC=CC1)(=O)NC=1C=C(C(=O)O)C=C(C1)NC(C=1C(O)=CC=CC1)=O (3,5-bis(salicylamido)-benzoic acid). The yield is 60.7%. RXN SMILES: C([O:4][C:5]1[CH:13]=[CH:12][CH:11]=[CH:10][C:6]=1[C:7](Cl)=[O:8])(=O)C.[NH2:14][C:15]1[CH:16]=[C:17]([CH:21]=[C:22]([NH2:24])[CH:23]=1)[C:18]([OH:20])=[O:19].[C:25]([O-:28])(=O)[CH3:26].[K+].Cl>O1CCOCC1.O>[C:5]([NH:14][C:15]1[CH:16]=[C:17]([CH:21]=[C:22]([NH:24][C:7](=[O:8])[C:6]2[C:5](=[CH:13][CH:12]=[CH:11][CH:10]=2)[OH:4])[CH:23]=1)[C:18]([OH:20])=[O:19])(=[O:4])[C:6]1[C:25](=[CH:26][CH:12]=[CH:11][CH:10]=1)[OH:28] |f:2.3|. Reported procedure: A solution of 17.5 g of 2-acetoxybenzoylchloride in 20 ml of dioxane was added at one time to a mixture of 4.6 g of 3,5-diaminobenzoic acid, 15.3 g of potassium acetate and 80 ml of water while stirring at a temperature of from 0° to 5°C. The stirring was continued at that temperature for one hour, then at room temperature for 30 minutes and at 50°C for 30 minutes. The resulting reaction mixture was added to 200 ml of cold diluted hydrochloric acid and the undissolved substance was separated. Th... Starting materials: CC1=CC2=C(C=C1C)N(C=N2)[C@@H]3[C@@H]([C@@H]([C@H](O3)CO)OP(=O)([O-])O[C@H](C)CNC(=O)CC[C@@]4([C@H]([C@@H]5[C@]6([C@@]([C@@H](/C(=C(/C7=N/C(=C\C8=N/C(=C(\C4=N5)/C)/[C@H](C8(C)C)CCC(=O)N)/[C@H]([C@]7(C)CC(=O)N)CCC(=O)N)\C)/[N-]6)CCC(=O)N)(C)CC(=O)N)C)CC(=O)N)C)O.[C-]#N.[Co+3] (cyanocobalamin), [Br-].C[S+](=O)(C)C (trimethylsulfoxonium bromide), O.O.O.O.O.O.[Co](Cl)Cl (cobalt chloride hexahydrate), [BH4-].[Na+] (sodium borohydride), [OH-].[Na+] (sodium hydroxide). Solvent: CC(CC)=O (2-butanone), CC(CC)=O (2-butanone), O (water), O (water). Reaction conditions: temperature 35 celsius. The product is [CH3-].CC1=CC2=C(C=C1C)N(C=N2)[C@@H]3[C@@H]([C@@H]([C@H](O3)CO)OP(=O)([O-])OC(C)CNC(=O)CC[C@@]4([C@H]([C@@H]5[C@]6([C@@]([C@@H](/C(=C(/C7=N/C(=C\C8=N/C(=C(\C4=N5)/C)/[C@H](C8(C)C)CCC(=O)N)/[C@H]([C@]7(C)CC(=O)N)CCC(=O)N)\C)/[N-]6)CCC(=O)N)(C)CC(=O)N)C)CC(=O)N)C)O.[Co+3] (Mecobalamin). RXN SMILES: [CH3:1][C:2]1[C:7]([CH3:8])=[CH:6][C:5]2[N:9]([C@H:12]3[O:16][C@H:15]([CH2:17][OH:18])[C@@H:14]([O:19][P:20]([O:23][C@@H:24]([CH2:26][NH:27][C:28]([CH2:30][CH2:31][C@@:32]4([CH3:89])[C:48]5=[N:49][C@@H:34]([C@:35]6([CH3:84])[N-:73][C:38](=[C:39]([CH3:72])[C:40]7[C@:61]([CH2:63][C:64]([NH2:66])=[O:65])([CH3:62])[C@H:60]([CH2:67][CH2:68][C:69]([NH2:71])=[O:70])[C:42](=[CH:43][C:44]8[C:52]([CH3:54])([CH3:53])[C@H:51]([CH2:55][CH2:56][C:57]([NH2:59])=[O:58])[C:46](=[C:47]5[CH3:50])[N:45]=8)[N:41]=7)[C@@H:37]([CH2:74][CH2:75][C:76]([NH2:78])=[O:77])[C@@:36]6([CH2:80][C:81]([NH2:83])=[O:82])[CH3:79])[C@@H:33]4[CH2:85][C:86]([NH2:88])=[O:87])=[O:29])[CH3:25])([O-:22])=[O:21])[C@H:13]3[OH:90])[CH:10]=[N:11][C:4]=2[CH:3]=1.[C-]#N.[Co+3].[Br-].C[S+](C)(C)=O.O.O.O.O.O.O.[Co:106](Cl)Cl.[BH4-].[Na+].[OH-].[Na+]>CC(=O)CC.O>[CH3-:1].[CH3:1][C:2]1[C:7]([CH3:8])=[CH:6][C:5]2[N:9]([C@H:12]3[O:16][C@H:15]([CH2:17][OH:18])[C@@H:14]([O:19][P:20]([O:23][CH:24]([CH2:26][NH:27][C:28]([CH2:30][CH2:31][C@@:32]4([CH3:89])[C:48]5=[N:49][C@@H:34]([C@:35]6([CH3:84])[N-:73][C:38](=[C:39]([CH3:72])[C:40]7[C@:61]([CH2:63][C:64]([NH2:66])=[O:65])([CH3:62])[C@H:60]([CH2:67][CH2:68][C:69]([NH2:71])=[O:70])[C:42](=[CH:43][C:44]8[C:52]([CH3:54])([CH3:53])[C@H:51]([CH2:55][CH2:56][C:57]([NH2:59])=[O:58])[C:46](=[C:47]5[CH3:50])[N:45]=8)[N:41]=7)[C@@H:37]([CH2:74][CH2:75][C:76]([NH2:78])=[O:77])[C@@:36]6([CH2:80][C:81]([NH2:83])=[O:82])[CH3:79])[C@@H:33]4[CH2:85][C:86]([NH2:88])=[O:87])=[O:29])[CH3:25])([O-:22])=[O:21])[C@H:13]3[OH:90])[CH:10]=[N:11][C:4]=2[CH:3]=1.[Co+3:106] |f:0.1.2,3.4,5.6.7.8.9.10.11,12.13,14.15,18.19.20|. Procedure details: To 650 ml of ion-exchanged water were added 50 g of cyanocobalamin, 19.51 g of trimethylsulfoxonium bromide, 3.5 g of cobalt chloride hexahydrate and 37.5 ml of 2-butanone. After replacing the atmosphere of the system by nitrogen, the mixture was heated in a water bath and a solution of sodium borohydride (20 g)/2N sodium hydroxide (1 ml)/water (100 ml) was added dropwise thereto under stirring at an inner temperature of 35° C. After stirring for 2 hours as it was, the mixture was cooled to 15° ... The reactants are N4-(3,4-ethylenedioxyphenyl)-5-fluoro-N2-[3-(N-methylamino)carbonylmethyleneoxyphenyl]-2,4-pyrimidinediamine, FC=1C(=NC(=NC1)NC=1C=CC2=C(C=C(O2)C(=O)OC)C1)NC1=CC(=CC=C1)O (5-fluoro-N4-(3-hydroxyphenyl)-N2-(2-methoxycarbonylbenzofuran-5-yl)-2,4-pyrimidinediamine), NC(CO)(C)C (2-amino-2-methylpropanol). Yields the product FC=1C(=NC(=NC1)NC=1C=CC2=C(C=C(O2)C(=O)NC(CO)(C)C)C1)NC1=CC(=CC=C1)O (5-fluoro-N2-[2-(2-hydroxy-1,1-dimethylethylamino)carbonylbenzofuran-5-yl]-N4-(3-hydroxyphenyl)-2,4-pyrimidinediamine). As a reaction SMILES: [F:1][C:2]1[C:3]([NH:22][C:23]2[CH:28]=[CH:27][CH:26]=[C:25]([OH:29])[CH:24]=2)=[N:4][C:5]([NH:8][C:9]2[CH:10]=[CH:11][C:12]3[O:16][C:15]([C:17](OC)=[O:18])=[CH:14][C:13]=3[CH:21]=2)=[N:6][CH:7]=1.[NH2:30][C:31]([CH3:35])([CH3:34])[CH2:32][OH:33]>>[F:1][C:2]1[C:3]([NH:22][C:23]2[CH:28]=[CH:27][CH:26]=[C:25]([OH:29])[CH:24]=2)=[N:4][C:5]([NH:8][C:9]2[CH:10]=[CH:11][C:12]3[O:16][C:15]([C:17]([NH:30][C:31]([CH3:35])([CH3:34])[CH2:32][OH:33])=[O:18])=[CH:14][C:13]=3[CH:21]=2)=[N:6][CH:7]=1. Procedure details: In a manner similar to the preparation of N4-(3,4-ethylenedioxyphenyl)-5-fluoro-N2-[3-(N-methylamino)carbonylmethyleneoxyphenyl]-2,4-pyrimidinediamine, 5-fluoro-N4-(3-hydroxyphenyl)-N2-(2-methoxycarbonylbenzofuran-5-yl)-2,4-pyrimidinediamine and 2-amino-2-methylpropanol were reacted to yield 5-fluoro-N2-[2-(2-hydroxy-1,1-dimethylethylamino)carbonylbenzofuran-5-yl]-N4-(3-hydroxyphenyl)-2,4-pyrimidinediamine. 1H NMR (DMSO-d6): δ 9.41 (s, 1H), 9.28 (s, 1H), 9.22 (s, 1H), 8.18 (t, 1H, J=2.4, Hz), 8.... Reactants: Clc1ncc(Br)cn1, COc1ccc(-c2c(OCCO)nn(C)c2NS(=O)(=O)c2ccc(C(C)(C)C)cc2)cc1. The product is COc1ccc(-c2c(OCCOc3ncc(Br)cn3)nn(C)c2NS(=O)(=O)c2ccc(C(C)(C)C)cc2)cc1. RXN SMILES: [Br:1][c:2]1[cH:3][n:4][c:5]([Cl:8])[n:6][cH:7]1.[C:9]([CH3:10])([CH3:11])([CH3:12])[c:13]1[cH:14][cH:15][c:16]([S:19](=[O:20])(=[O:21])[NH:22][c:23]2[c:24](-[c:33]3[cH:34][cH:35][c:36]([O:39][CH3:40])[cH:37][cH:38]3)[c:25]([O:29][CH2:30][CH2:31][OH:32])[n:26][n:27]2[CH3:28])[cH:17][cH:18]1>>[Br:1][c:2]1[cH:3][n:4][c:5]([O:32][CH2:31][CH2:30][O:29][c:25]2[c:24](-[c:33]3[cH:34][cH:35][c:36]([O:39][CH3:40])[cH:37][cH:38]3)[c:23]([NH:22][S:19]([c:16]3[cH:15][cH:14][c:13]([C:9]([CH3:10])([CH3:11])[CH3:12])[cH:18][cH:17]3)(=[O:20])=[O:21])[n:27]([CH3:28])[n:26]2)[n:6][cH:7]1. Starting materials: O (water), BrC=1C=C(C(=O)OC)C=C(C1)C1=NC=CC=C1 (Methyl 3-bromo-5-(pyridin-2-yl)benzoate), O (water), CC1(OB(OC1(C)C)C(=C)C1=CC=CC=C1)C (4,4,5,5-tetramethyl-2-(1-phenylvinyl)-1,3,2-dioxaborolane), C(=O)([O-])[O-].[K+].[K+] (K2CO3). Reagents/catalysts: C=1C=CC(=CC1)[P](C=2C=CC=CC2)(C=3C=CC=CC3)[Pd]([P](C=4C=CC=CC4)(C=5C=CC=CC5)C=6C=CC=CC6)([P](C=7C=CC=CC7)(C=8C=CC=CC8)C=9C=CC=CC9)[P](C=1C=CC=CC1)(C=1C=CC=CC1)C=1C=CC=CC1 (Pd(PPh3)4). Solvent: COCCOC (DME). The product is C1(=CC=CC=C1)C(=C)C=1C=C(C(=O)OC)C=C(C1)C1=NC=CC=C1 (methyl 3-(1-phenylvinyl)-5-(pyridin-2-yl)benzoate). RXN SMILES: Br[C:2]1[CH:3]=[C:4]([CH:9]=[C:10]([C:12]2[CH:17]=[CH:16][CH:15]=[CH:14][N:13]=2)[CH:11]=1)[C:5]([O:7][CH3:8])=[O:6].CC1(C)C(C)(C)OB([C:26]([C:28]2[CH:33]=[CH:32][CH:31]=[CH:30][CH:29]=2)=[CH2:27])O1.C([O-])([O-])=O.[K+].[K+].O>COCCOC.C1C=CC([P]([Pd]([P](C2C=CC=CC=2)(C2C=CC=CC=2)C2C=CC=CC=2)([P](C2C=CC=CC=2)(C2C=CC=CC=2)C2C=CC=CC=2)[P](C2C=CC=CC=2)(C2C=CC=CC=2)C2C=CC=CC=2)(C2C=CC=CC=2)C2C=CC=CC=2)=CC=1>[C:28]1([C:26]([C:2]2[CH:3]=[C:4]([CH:9]=[C:10]([C:12]3[CH:17]=[CH:16][CH:15]=[CH:14][N:13]=3)[CH:11]=2)[C:5]([O:7][CH3:8])=[O:6])=[CH2:27])[CH:33]=[CH:32][CH:31]=[CH:30][CH:29]=1 |f:2.3.4,^1:51,53,72,91|. Procedure: Methyl 3-bromo-5-(pyridin-2-yl)benzoate (137 mg, 0.47 mmol), 4,4,5,5-tetramethyl-2-(1-phenylvinyl)-1,3,2-dioxaborolane (162 mg, 0.70 mmol), Pd(PPh3)4 (19 mg, 0.023 mmol) and K2CO3 (195 mg, 1.41 mmol) were taken up in DME (5 mL) and water (1 mL) and heated to about 80° C. overnight. The reaction mixture was combined with water and the product was extracted into EtOAc (3×10 mL). The combined organic extracts were washed with water (1×10 mL), brine (1×10 mL), dried over sodium sulfate, filtered and... The reactants are Cl.C(C)(=O)OCC (Hydrochloric acid ethyl acetate), CN1CCN(CC1)C(=O)OCCC1N(CCCC1)C(CCCCCCCCCCCCCCCCC)=O (2-(1 -octadecanoyl-2-piperidyl)ethyl 4-methyltetrahydro- 1 (2H)-pyrazinecarboxylate). The solvent is C(C)(=O)OCC (ethyl acetate). Conditions: time 15 minute. The product is Cl.CN1CCN(CC1)C(=O)OCCC1N(CCCC1)C(CCCCCCCCCCCCCCCCC)=O (2-(l -Octadecanoyl-2-piperidyl)ethyl 4-methytetrahydro- 1 (2H)-pyrazinecarboxylate hydrochloride). RXN SMILES: [ClH:1].C(OCC)(=O)C.[CH3:8][N:9]1[CH2:14][CH2:13][N:12]([C:15]([O:17][CH2:18][CH2:19][CH:20]2[CH2:25][CH2:24][CH2:23][CH2:22][N:21]2[C:26](=[O:44])[CH2:27][CH2:28][CH2:29][CH2:30][CH2:31][CH2:32][CH2:33][CH2:34][CH2:35][CH2:36][CH2:37][CH2:38][CH2:39][CH2:40][CH2:41][CH2:42][CH3:43])=[O:16])[CH2:11][CH2:10]1>C(OCC)(=O)C>[ClH:1].[CH3:8][N:9]1[CH2:14][CH2:13][N:12]([C:15]([O:17][CH2:18][CH2:19][CH:20]2[CH2:25][CH2:24][CH2:23][CH2:22][N:21]2[C:26](=[O:44])[CH2:27][CH2:28][CH2:29][CH2:30][CH2:31][CH2:32][CH2:33][CH2:34][CH2:35][CH2:36][CH2:37][CH2:38][CH2:39][CH2:40][CH2:41][CH2:42][CH3:43])=[O:16])[CH2:11][CH2:10]1 |f:0.1,4.5|. Procedure: 4N Hydrochloric acid/ethyl acetate solution (0.11 ml) was added to a solution of 2-(1 -octadecanoyl-2-piperidyl)ethyl 4-methyltetrahydro- 1 (2H)-pyrazinecarboxylate (0.200 g) in ethyl acetate (2 ml). After being stirred for 15 minutes at room temperature, the reaction mixture was concentrated, thereby yielding the entitled compound (0.219 g) as white solid. The reactants are O=C([O-])[O-], CCN(C(=O)c1ccc(O)cc1)c1cc(OC)ccc1C1CCc2cc(OC)ccc2C1, O=C(CCl)N1CCN(C(=O)OCc2ccccc2)CC1, CN(C)C=O, [Cs+], [Cs+]. The product is CCN(C(=O)c1ccc(OCC(=O)N2CCN(C(=O)OCc3ccccc3)CC2)cc1)c1cc(OC)ccc1C1CCc2cc(OC)ccc2C1. RXN SMILES: [C:53](=[O:54])([O-:55])[O-:56].[CH2:1]([CH3:2])[N:3]([C:4]([c:5]1[cH:6][cH:7][c:8]([OH:11])[cH:9][cH:10]1)=[O:12])[c:13]1[c:14]([CH:21]2[CH2:22][c:23]3[cH:24][cH:25][c:26]([O:31][CH3:32])[cH:27][c:28]3[CH2:29][CH2:30]2)[cH:15][cH:16][c:17]([O:19][CH3:20])[cH:18]1.[CH2:33]([c:34]1[cH:35][cH:36][cH:37][cH:38][cH:39]1)[O:40][C:41](=[O:42])[N:43]1[CH2:44][CH2:45][N:46]([C:49]([CH2:50][Cl:51])=[O:52])[CH2:47][CH2:48]1.[CH3:59][N:60]([CH3:61])[CH:62]=[O:63].[Cs+:57].[Cs+:58]>>[CH2:1]([CH3:2])[N:3]([C:4]([c:5]1[cH:6][cH:7][c:8]([O:11][CH2:50][C:49]([N:46]2[CH2:45][CH2:44][N:43]([C:41]([O:40][CH2:33][c:34]3[cH:35][cH:36][cH:37][cH:38][cH:39]3)=[O:42])[CH2:48][CH2:47]2)=[O:52])[cH:9][cH:10]1)=[O:12])[c:13]1[c:14]([CH:21]2[CH2:22][c:23]3[cH:24][cH:25][c:26]([O:31][CH3:32])[cH:27][c:28]3[CH2:29][CH2:30]2)[cH:15][cH:16][c:17]([O:19][CH3:20])[cH:18]1. Starting materials: CCCc1c(OC(CCCCC(=O)OCC)c2ccc(Cc3ccccc3)cc2)ccc(C(C)=O)c1O, CCO, [Na+], [OH-]. Yields the product CCCc1c(OC(CCCCC(=O)O)c2ccc(Cc3ccccc3)cc2)ccc(C(C)=O)c1O. Reaction SMILES: [C:1]([CH3:2])(=[O:3])[c:4]1[c:5]([OH:37])[c:6]([CH2:34][CH2:35][CH3:36])[c:7]([O:8][CH:9]([CH2:10][CH2:11][CH2:12][CH2:13][C:14](=[O:15])[O:16][CH2:17][CH3:18])[c:19]2[cH:20][cH:21][c:22]([CH2:25][c:26]3[cH:27][cH:28][cH:29][cH:30][cH:31]3)[cH:23][cH:24]2)[cH:32][cH:33]1.[CH3:40][CH2:41][OH:42].[Na+:39].[OH-:38]>>[C:1]([CH3:2])(=[O:3])[c:4]1[c:5]([OH:37])[c:6]([CH2:34][CH2:35][CH3:36])[c:7]([O:8][CH:9]([CH2:10][CH2:11][CH2:12][CH2:13][C:14](=[O:15])[OH:16])[c:19]2[cH:20][cH:21][c:22]([CH2:25][c:26]3[cH:27][cH:28][cH:29][cH:30][cH:31]3)[cH:23][cH:24]2)[cH:32][cH:33]1.